Dataset: the Open Reaction Database (ORD), a public repository of structured organic reaction records. Task: describe an organic reaction: reactants, conditions, products, and yield Reactants: C(C)(C)(C)OC(NC1=C(C=C(C=C1)C1=CC=C(C=C1)F)N)=O ((3-amino-4′-fluoro-biphenyl-4-yl)-carbamic acid tert.-butyl ester), CC1(OC(=CC(O1)=O)C1=CC(=CC=C1)N1N=CN=C1)C (2,2-dimethyl-6-(3-[1,2,4]triazol-1-yl-phenyl)-[1,3]dioxin-4-one). The product is C(C)(C)(C)OC(NC1=C(C=C(C=C1)C1=CC=C(C=C1)F)NC(CC(C1=CC(=CC=C1)N1N=CN=C1)=O)=O)=O ({4′-Fluoro-3-[3-oxo-3-(3-[1,2,4]triazol-1-yl-phenyl)-propionylamino]-biphenyl-4-yl}-carbamic acid tert.-butyl ester). RXN SMILES: [C:1]([O:5][C:6](=[O:22])[NH:7][C:8]1[CH:13]=[CH:12][C:11]([C:14]2[CH:19]=[CH:18][C:17]([F:20])=[CH:16][CH:15]=2)=[CH:10][C:9]=1[NH2:21])([CH3:4])([CH3:3])[CH3:2].CC1(C)[O:29][C:28](=O)[CH:27]=[C:26]([C:31]2[CH:36]=[CH:35][CH:34]=[C:33]([N:37]3[CH:41]=[N:40][CH:39]=[N:38]3)[CH:32]=2)[O:25]1>>[C:1]([O:5][C:6](=[O:22])[NH:7][C:8]1[CH:13]=[CH:12][C:11]([C:14]2[CH:15]=[CH:16][C:17]([F:20])=[CH:18][CH:19]=2)=[CH:10][C:9]=1[NH:21][C:28](=[O:29])[CH2:27][C:26](=[O:25])[C:31]1[CH:36]=[CH:35][CH:34]=[C:33]([N:37]2[CH:41]=[N:40][CH:39]=[N:38]2)[CH:32]=1)([CH3:4])([CH3:2])[CH3:3]. Procedure: Prepared from (3-amino-4′-fluoro-biphenyl-4-yl)-carbamic acid tert.-butyl ester (Example G39) and 2,2-dimethyl-6-(3-[1,2,4]triazol-1-yl-phenyl)-[1,3]dioxin-4-one (Example J13) according to the general procedure K. Obtained as an orange foam (233 mg).